This data is from the Open Reaction Database (ORD), a public repository of structured organic reaction records. The task is: describe an organic reaction: reactants, conditions, products, and yield Starting materials: O=C(NCc1ccc(F)cc1)c1ccc(S(=O)(=O)Cl)cc1, [H-], [Na+], CN(C)C=O, O=C(CN1CCCCC1)c1c[nH]c2ccccc12. The product is O=C(NCc1ccc(F)cc1)c1ccc(S(=O)(=O)n2cc(C(=O)CN3CCCCC3)c3ccccc32)cc1. As a reaction SMILES: [F:21][c:22]1[cH:23][cH:24][c:25]([CH2:26][NH:27][C:28](=[O:29])[c:30]2[cH:31][cH:32][c:33]([S:36](=[O:37])(=[O:38])[Cl:39])[cH:34][cH:35]2)[cH:40][cH:41]1.[H-:19].[Na+:20].[O:42]=[CH:43][N:44]([CH3:45])[CH3:46].[nH:1]1[cH:2][c:3]([C:10]([CH2:11][N:12]2[CH2:13][CH2:14][CH2:15][CH2:16][CH2:17]2)=[O:18])[c:4]2[cH:5][cH:6][cH:7][cH:8][c:9]12>>[n:1]1([S:36]([c:33]2[cH:32][cH:31][c:30]([C:28]([NH:27][CH2:26][c:25]3[cH:24][cH:23][c:22]([F:21])[cH:41][cH:40]3)=[O:29])[cH:35][cH:34]2)(=[O:37])=[O:38])[cH:2][c:3]([C:10]([CH2:11][N:12]2[CH2:13][CH2:14][CH2:15][CH2:16][CH2:17]2)=[O:18])[c:4]2[cH:5][cH:6][cH:7][cH:8][c:9]12. Starting materials: CO, COCC1CN(c2ccc(C3=CCC4(CC3)OCCO4)cn2)C(=O)O1. The product is COCC1CN(c2ccc(C3CCC4(CC3)OCCO4)cn2)C(=O)O1. Reaction SMILES: [CH3:26][OH:27].[O:1]1[CH2:2][CH2:3][O:4][C:5]12[CH2:6][CH:7]=[C:8]([c:11]1[cH:12][cH:13][c:14]([N:17]3[C:18](=[O:25])[O:19][CH:20]([CH2:22][O:23][CH3:24])[CH2:21]3)[n:15][cH:16]1)[CH2:9][CH2:10]2>>[O:1]1[CH2:2][CH2:3][O:4][C:5]12[CH2:6][CH2:7][CH:8]([c:11]1[cH:12][cH:13][c:14]([N:17]3[C:18](=[O:25])[O:19][CH:20]([CH2:22][O:23][CH3:24])[CH2:21]3)[n:15][cH:16]1)[CH2:9][CH2:10]2. Reactants: ClS(=O)(=O)C1=CC=C(C(=O)OC)C=C1 (methyl 4-(chlorosulfonyl)benzoate), CN1N=CC2=CC=C(C=C12)CN ((1-methyl-1H-indazol-6-yl)methanamine). Yields the product CN1N=CC2=CC=C(C=C12)CNS(=O)(=O)C1=CC=C(C(=O)OC)C=C1 (Methyl 4-(N-((1-methyl-1H-indazol-6-yl)methyl)sulfamoyl)benzoate). Reaction SMILES: Cl[S:2]([C:5]1[CH:14]=[CH:13][C:8]([C:9]([O:11][CH3:12])=[O:10])=[CH:7][CH:6]=1)(=[O:4])=[O:3].[CH3:15][N:16]1[C:24]2[C:19](=[CH:20][CH:21]=[C:22]([CH2:25][NH2:26])[CH:23]=2)[CH:18]=[N:17]1>>[CH3:15][N:16]1[C:24]2[C:19](=[CH:20][CH:21]=[C:22]([CH2:25][NH:26][S:2]([C:5]3[CH:14]=[CH:13][C:8]([C:9]([O:11][CH3:12])=[O:10])=[CH:7][CH:6]=3)(=[O:4])=[O:3])[CH:23]=2)[CH:18]=[N:17]1. Procedure details: The titled compound was prepared according to the procedure described in step-1 of Example 1 from methyl 4-(chlorosulfonyl)benzoate and (1-methyl-1H-indazol-6-yl)methanamine. The reactants are [Si](C)(C)(C(C)(C)C)OC1C=CCN(C1)C(=O)OCC ((±)-ethyl 5-(tert-butyldimethylsilyloxy)-5,6-dihydropyridine-1(2H)-carboxylate), OC1CN(CC2OC12)C(=O)OCC ((±)-ethyl 5-hydroxy-7-oxa-3-aza-bicyclo[4.1.0]heptane-3-carboxylate). Yields the product [Si](C)(C)(C(C)(C)C)OC1CN(CC2OC12)C(=O)OCC ((±)-ethyl 5-(tert-butyldimethylsilyloxy)-7-oxa-3-aza-bicyclo[4.1.0]heptane-3-carboxylate). RXN SMILES: [Si:1]([O:8][CH:9]1[CH2:14][N:13]([C:15]([O:17][CH2:18][CH3:19])=[O:16])[CH2:12][CH:11]=[CH:10]1)([C:4]([CH3:7])([CH3:6])[CH3:5])([CH3:3])[CH3:2].[OH:20]C1C2C(O2)CN(C(OCC)=O)C1>>[Si:1]([O:8][CH:9]1[CH:10]2[CH:11]([O:20]2)[CH2:12][N:13]([C:15]([O:17][CH2:18][CH3:19])=[O:16])[CH2:14]1)([C:4]([CH3:7])([CH3:6])[CH3:5])([CH3:3])[CH3:2]. Reported procedure: Compound 239F was prepared from 239D in a same reaction as Compound 239E as an oil.